This data is from the Open Reaction Database (ORD), a public repository of structured organic reaction records. The task is: describe an organic reaction: reactants, conditions, products, and yield Starting materials: NC1=NC(=C(C(=N1)S(=O)(=O)C)C#N)C1=CC(=C(C(=C1)OC)OC)OC (2-amino-4-methanesulfonyl-6-(3,4,5-trimethoxy-phenyl)-pyrimidine-5-carbonitrile), C(CC)N (propylamine). Solvent: COCCOC (DME). The product is NC1=NC(=C(C(=N1)NCCC)C#N)C1=CC(=C(C(=C1)OC)OC)OC (2-Amino-4-propylamino-6-(3,4,5-trimethoxy-phenyl)-pyrimidine-5-carbonitrile). As a reaction SMILES: [NH2:1][C:2]1[N:7]=[C:6](S(C)(=O)=O)[C:5]([C:12]#[N:13])=[C:4]([C:14]2[CH:19]=[C:18]([O:20][CH3:21])[C:17]([O:22][CH3:23])=[C:16]([O:24][CH3:25])[CH:15]=2)[N:3]=1.[CH2:26]([NH2:29])[CH2:27][CH3:28]>COCCOC>[NH2:1][C:2]1[N:7]=[C:6]([NH:29][CH2:26][CH2:27][CH3:28])[C:5]([C:12]#[N:13])=[C:4]([C:14]2[CH:19]=[C:18]([O:20][CH3:21])[C:17]([O:22][CH3:23])=[C:16]([O:24][CH3:25])[CH:15]=2)[N:3]=1. Procedure details: From 2-amino-4-methanesulfonyl-6-(3,4,5-trimethoxy-phenyl)-pyrimidine-5-carbonitrile and propylamine in DME. ES-MS m/e (%): 382 (M+K+, 10), 366 (M+Na+, 20), 344 (M+H+, 100). The product is N12CC(C(CC1)CC2)N2CCNCC2 (1-(3-Quinuclidinyl)piperazine). As a reaction SMILES: C(O[N:9]1[CH2:14][CH2:13][N:12]([CH:15]2[CH:20]3[CH2:21][CH2:22][N:17]([CH2:18][CH2:19]3)[CH2:16]2)[CH2:11][CH2:10]1)C1C=CC=CC=1>CO.[Pd]>[N:17]12[CH2:18][CH2:19][CH:20]([CH2:21][CH2:22]1)[CH:15]([N:12]1[CH2:11][CH2:10][NH:9][CH2:14][CH2:13]1)[CH2:16]2. Run in CO (methanol). The reactants are C(C1=CC=CC=C1)ON1CCN(CC1)C1CN2CCC1CC2 (1-benzyloxy-4-(3-quinuclidinyl)piperazine). Reagents/catalysts: [Pd] (palladium on carbon). Procedure: A solution of 1-benzyloxy-4-(3-quinuclidinyl)piperazine (728 mg, 2.21 mmol) in methanol (5 ml). was hydrogenated at an atmospheric pressure in the presence of 10% palladium on carbon (73 mg) at room temperature for 15 h. The mixture was then filtered through a pad of celite. The filtrate was concentrated to afford a white solid (423 mg, 98% yield). The yield is 98.0%. Reactants: CCOC(=O)C(C)Br, Cn1c(C(F)(F)F)cnc(-c2cc(N)c(Cl)cc2Cl)c1=O, O. Yields the product CCOC(=O)C(C)Nc1cc(-c2ncc(C(F)(F)F)n(C)c2=O)c(Cl)cc1Cl. Reaction SMILES: [Br:22][CH:23]([C:24](=[O:25])[O:26][CH2:27][CH3:28])[CH3:29].[NH2:1][c:2]1[c:3]([Cl:21])[cH:4][c:5]([Cl:20])[c:6](-[c:8]2[c:9](=[O:19])[n:10]([CH3:18])[c:11]([C:14]([F:15])([F:16])[F:17])[cH:12][n:13]2)[cH:7]1.[OH2:30]>>[NH:1]([c:2]1[c:3]([Cl:21])[cH:4][c:5]([Cl:20])[c:6](-[c:8]2[c:9](=[O:19])[n:10]([CH3:18])[c:11]([C:14]([F:15])([F:16])[F:17])[cH:12][n:13]2)[cH:7]1)[CH:23]([C:24](=[O:25])[O:26][CH2:27][CH3:28])[CH3:29].